Dataset: the Open Reaction Database (ORD), a public repository of structured organic reaction records. Task: describe an organic reaction: reactants, conditions, products, and yield Starting materials: NC1=C2C(=NC=N1)N(N=C2C2=CC(=C(C=C2)NC(=O)C=2N(C1=CC=CC=C1C2)C)OC)C2=CC(=NC=C2)Cl (N2-{4-[4-amino-1-(2-chloro-4-pyridyl)-1H-pyrazolo[3,4-d]pyrimidin-3-yl]-2-methoxyphenyl}-1-methyl-1H-2-indolecarboxamide), N1CCOCC1 (morpholine). Run at temperature 100 celsius, time 4 hour. Product: NC1=C2C(=NC=N1)N(N=C2C2=CC(=C(C=C2)NC(=O)C=2N(C1=CC=CC=C1C2)C)OC)C2=CC(=NC=C2)N2CCOCC2 (N2-{4-[4-amino-1-(2-morpholino-4-pyridyl)-1H-pyrazolo[3,4-d]pyrimidin-3-yl]-2-methoxyphenyl}-1-methyl-1H-2-indolecarboxamide). RXN SMILES: [NH2:1][C:2]1[N:7]=[CH:6][N:5]=[C:4]2[N:8]([C:32]3[CH:37]=[CH:36][N:35]=[C:34](Cl)[CH:33]=3)[N:9]=[C:10]([C:11]3[CH:16]=[CH:15][C:14]([NH:17][C:18]([C:20]4[N:21]([CH3:29])[C:22]5[C:27]([CH:28]=4)=[CH:26][CH:25]=[CH:24][CH:23]=5)=[O:19])=[C:13]([O:30][CH3:31])[CH:12]=3)[C:3]=12.[NH:39]1[CH2:44][CH2:43][O:42][CH2:41][CH2:40]1>>[NH2:1][C:2]1[N:7]=[CH:6][N:5]=[C:4]2[N:8]([C:32]3[CH:37]=[CH:36][N:35]=[C:34]([N:39]4[CH2:44][CH2:43][O:42][CH2:41][CH2:40]4)[CH:33]=3)[N:9]=[C:10]([C:11]3[CH:16]=[CH:15][C:14]([NH:17][C:18]([C:20]4[N:21]([CH3:29])[C:22]5[C:27]([CH:28]=4)=[CH:26][CH:25]=[CH:24][CH:23]=5)=[O:19])=[C:13]([O:30][CH3:31])[CH:12]=3)[C:3]=12. Procedure: A suspension of N2-{4-[4-amino-1-(2-chloro-4-pyridyl)-1H-pyrazolo[3,4-d]pyrimidin-3-yl]-2-methoxyphenyl}-1-methyl-1H-2-indolecarboxamide (0.120 g, 0.00023 mol) and morpholine (10 mL) was heated at 100° C. for 6 days. The solvent was removed in vacuo and the residue was slurried in water (25 mL) for 4 hours. The mixture was filtered and the crude solid was purified by preparative RP-HPLC (Rainin C18, 8 mm, 300 A, 25 cm; 35%-80% acetonitrile-0.050 M ammonium acetate over 20 min, 21 ml/min). The ac... The reactants are C(C)OC(=O)C1C(C=2C=CN=CC2C1=O)=O (5,7-Dioxo-6,7-dihydro-5H-[2]pyrindine-6-carboxylic acid ethyl ester), C1(=CC=CC2=CC=CC=C12)N (naphthalen-1-ylamine). Yields the product C1(=CC=CC2=CC=CC=C12)NC(=O)C1C(C=2C=CN=CC2C1=O)=O (5,7-dioxo-6,7-dihydro-5H-[2]pyrindine-6-carboxylic acid naphthalen-1-ylamide). As a reaction SMILES: C(O[C:4]([CH:6]1[C:14](=[O:15])[C:13]2[CH:12]=[N:11][CH:10]=[CH:9][C:8]=2[C:7]1=[O:16])=[O:5])C.[C:17]1([NH2:27])[C:26]2[C:21](=[CH:22][CH:23]=[CH:24][CH:25]=2)[CH:20]=[CH:19][CH:18]=1>>[C:17]1([NH:27][C:4]([CH:6]2[C:14](=[O:15])[C:13]3[CH:12]=[N:11][CH:10]=[CH:9][C:8]=3[C:7]2=[O:16])=[O:5])[C:26]2[C:21](=[CH:22][CH:23]=[CH:24][CH:25]=2)[CH:20]=[CH:19][CH:18]=1. Reported procedure: In a similar manner to Example 1a, 5,7-dioxo-6,7-dihydro-5H-[2]pyrindine-6-carboxylic acid naphthalen-1-ylamide was obtained starting from 5,7-Dioxo-6,7-dihydro-5H-[2]pyrindine-6-carboxylic acid ethyl ester and naphthalen-1-ylamine. The desired product was obtained as a light brownish powder. ESI−MS: m/z 317 (MH+); 1H-NMR (DMSO-d6): δ7.38-7.67 (5H, m), 7.91 (1H, d, J=8.1 Hz), 8.38 (1H, d, J=8.7 Hz), 8.54 (1H, dd, J=1.1 Hz, 7.6 Hz), 8.57 (1H, d, J=1.1 Hz), 8.75 (1H, d, J=4.9 Hz), 11.61 (1H, brs). Reactants: N1CCC(CC1)N1C(NC2=NC=CC=C21)=O (1-piperidin-4-yl-1,3-dihydroimidazo[4,5-b]pyridin-2-one), ClC1=NC=CC(=C1)C(=O)C1=CC2=C(N(C(O2)=O)C)C(=C1)C (6-(2-chloro-pyridine-4-carbonyl)-3,4-dimethyl-3H-benzoxazol-2-one). Run in CN1CCCC1=O (NMP), CO (MeOH). Product: CN1C(OC2=C1C(=CC(=C2)C(=O)C2=CC(=NC=C2)N2CCC(CC2)N2C(NC1=NC=CC=C12)=O)C)=O (1-[4′-(3,4-dimethyl-2-oxo-2,3-dihydro-benzoxazole-6-carbonyl)-3,4,5,6-tetrahydro-2H-[1,2′]bipyridinyl-4-yl]-1,3-dihydro-imidazo[4,5-b]pyridin-2-one). RXN SMILES: [NH:1]1[CH2:6][CH2:5][CH:4]([N:7]2[C:15]3[C:10](=[N:11][CH:12]=[CH:13][CH:14]=3)[NH:9][C:8]2=[O:16])[CH2:3][CH2:2]1.Cl[C:18]1[CH:23]=[C:22]([C:24]([C:26]2[CH:36]=[C:35]([CH3:37])[C:29]3[N:30]([CH3:34])[C:31](=[O:33])[O:32][C:28]=3[CH:27]=2)=[O:25])[CH:21]=[CH:20][N:19]=1>CN1C(=O)CCC1.CO>[CH3:34][N:30]1[C:29]2[C:35]([CH3:37])=[CH:36][C:26]([C:24]([C:22]3[CH:21]=[CH:20][N:19]=[C:18]([N:1]4[CH2:2][CH2:3][CH:4]([N:7]5[C:15]6[C:10](=[N:11][CH:12]=[CH:13][CH:14]=6)[NH:9][C:8]5=[O:16])[CH2:5][CH2:6]4)[CH:23]=3)=[O:25])=[CH:27][C:28]=2[O:32][C:31]1=[O:33]. Procedure: 0.40 g (1.8 mmol) 1-piperidin-4-yl-1,3-dihydroimidazo[4,5-b]pyridin-2-one and 0.18 g (0.60 mmol) 6-(2-chloro-pyridine-4-carbonyl)-3,4-dimethyl-3H-benzoxazol-2-one were stirred overnight in 3 mL NMP at 120° C. The reaction mixture was diluted with MeOH and purified by preparative HPLC-MS. The fractions containing the product were combined and freeze-dried. Starting materials: CS(=O)(=O)C1=CC=C(C=C1)C(CCC(C)=O)=O (1-(4-methylsulfonylphenyl)-1,4-pentanedione), NC1=CC=C(C=C1)C(C)=O (p-amino-acetophenone), C1(=CC=C(C=C1)S(=O)(=O)O)C (p-toluenesulfonic acid). Run in C1(=CC=CC=C1)C (toluene). Yields the product CC=1N(C(=CC1)C1=CC=C(C=C1)S(=O)(=O)C)C1=CC=C(C=C1)C(C)=O (1-[4-[2-methyl-5-[4-(methylsulfonyl)phenyl]-1H-pyrrol-1-yl]phenyl]ethanone). Isolated yield 60.6%. As a reaction SMILES: [CH3:1][S:2]([C:5]1[CH:10]=[CH:9][C:8]([C:11](=O)[CH2:12][CH2:13][C:14](=O)[CH3:15])=[CH:7][CH:6]=1)(=[O:4])=[O:3].[NH2:18][C:19]1[CH:24]=[CH:23][C:22]([C:25](=[O:27])[CH3:26])=[CH:21][CH:20]=1.C1(C)C=CC(S(O)(=O)=O)=CC=1>C1(C)C=CC=CC=1>[CH3:15][C:14]1[N:18]([C:19]2[CH:24]=[CH:23][C:22]([C:25](=[O:27])[CH3:26])=[CH:21][CH:20]=2)[C:11]([C:8]2[CH:9]=[CH:10][C:5]([S:2]([CH3:1])(=[O:4])=[O:3])=[CH:6][CH:7]=2)=[CH:12][CH:13]=1. Procedure details: A mixture of 1-(4-methylsulfonylphenyl)-1,4-pentanedione (Example 1, Step 2) (400 mg, 1.57 mmol), p-amino-acetophenone (234 mg, 1.73 mmol) and p-toluenesulfonic acid (30 mg) in toluene (40 ml) was heated to reflux for 5 hours. The reaction mixture was cooled, filtered and concentrated. The crude reddish solid (1.2 g) was purified by chromatography (silica gel, hexane/ethyl acetate, 6/4) to give 1-[4-[2-methyl-5-[4-(methylsulfonyl)phenyl]-1H-pyrrol-1-yl]phenyl]ethanone (336 mg, 61%) as a white so... Reactants: FC(C1=NNC=C1)(F)F (3-trifluoromethyl pyrazole), [H-].[Na+] (Sodium hydride), N1=CC=CC2=C1NC1=C(N(C2)C(=O)C2=C(C=C(C=C2)F)C(F)(F)F)C=CC=C1 ((6,11-Dihydro-5H-pyrido[2,3-b][1,5]benzodiazepin-6-yl)-(4-fluoro-2-trifluoromethyl-phenyl)-methanone). Run in CCCCCC (hexane). The product is FC(C1=C(C=CC(=C1)N1N=C(C=C1)C(F)(F)F)C(=O)N1CC2=C(NC3=C1C=CC=C3)N=CC=C2)(F)F ([2-(Trifluoromethyl)-4-(3-trifluoromethyl-1H-pyrazol-1-yl)-phenyl]-(6,11-dihydro-5H-pyrido[2,3-b][1,5]benzodiazepin-6-yl)-methanone). Yield: 58.4%. As a reaction SMILES: [H-].[Na+].[F:3][C:4]([F:11])([F:10])[C:5]1[CH:9]=[CH:8][NH:7][N:6]=1.[N:12]1[C:17]2[NH:18][C:19]3[CH:39]=[CH:38][CH:37]=[CH:36][C:20]=3[N:21]([C:23]([C:25]3[CH:30]=[CH:29][C:28](F)=[CH:27][C:26]=3[C:32]([F:35])([F:34])[F:33])=[O:24])[CH2:22][C:16]=2[CH:15]=[CH:14][CH:13]=1>CCCCCC>[F:35][C:32]([F:33])([F:34])[C:26]1[CH:27]=[C:28]([N:7]2[CH:8]=[CH:9][C:5]([C:4]([F:11])([F:10])[F:3])=[N:6]2)[CH:29]=[CH:30][C:25]=1[C:23]([N:21]1[C:20]2[CH:36]=[CH:37][CH:38]=[CH:39][C:19]=2[NH:18][C:17]2[N:12]=[CH:13][CH:14]=[CH:15][C:16]=2[CH2:22]1)=[O:24] |f:0.1|. Reported procedure: Sodium hydride (60% suspension in oil, 0.17 g, 4.25 mmol) was washed with hexane, dried under nitrogen and resuspended in dry dimethylformamide (10 mL). 3-trifluoromethyl pyrazole (0.34 g, 2.5 mmol) was added in one portion. After the gas evolution subsided stirring was continued at room temperature. The (6,11-dihydro-5H-pyrido[2,3-b][1,5]benzodiazepin-6-yl)-(4-fluoro-2-trifluoromethyl-phenyl)-methanone of Example 4, Step B (0.75 g, 1.94 mmol) was added in one portion and the mixture was placed ...